Task: describe an organic reaction: reactants, conditions, products, and yield. Dataset: the Open Reaction Database (ORD), a public repository of structured organic reaction records The reactants are COC(=O)C1=CC=C2C(CCSC2=C1C)NC(=O)OC(C)(C)C (4-(tert-butoxycarbonylamino)-8-methylthiochromane-7-carboxylic acid methyl ester), C([O-])([O-])=O.[K+].[K+] (potassium carbonate). The product is C(C)(C)(C)OC(=O)NC1CCSC2=C(C(=CC=C12)C(=O)O)C (4-(tert-butoxycarbonylamino)-8-methylthiochromane-7-carboxylic acid). Isolated yield 69.6%. Reaction SMILES: C[O:2][C:3]([C:5]1[C:14]([CH3:15])=[C:13]2[C:8]([CH:9]([NH:16][C:17]([O:19][C:20]([CH3:23])([CH3:22])[CH3:21])=[O:18])[CH2:10][CH2:11][S:12]2)=[CH:7][CH:6]=1)=[O:4].C(=O)([O-])[O-].[K+].[K+]>>[C:20]([O:19][C:17]([NH:16][CH:9]1[C:8]2[C:13](=[C:14]([CH3:15])[C:5]([C:3]([OH:4])=[O:2])=[CH:6][CH:7]=2)[S:12][CH2:11][CH2:10]1)=[O:18])([CH3:23])([CH3:22])[CH3:21] |f:1.2.3|. Procedure details: By a similar re action operation as in Starting Material Synthetic Example 6 using 4-(tert-butoxycarbonylamino)-8-methylthiochromane-7-carboxylic acid methyl ester (2.70 g) and potassium carbonate (4.42 g), the objective 4-(tert-butoxycarbonylamino)-8-methylthiochromane-7-carboxylic acid (1.80 g) was obtained as colorless crystals. The reactants are CCN1CCN(CC)c2cc(N)ccc2C1, CC(C)S(=O)(=O)c1ccccc1Nc1nc(Cl)ncc1Cl. Yields the product CCN1CCN(CC)c2cc(Nc3ncc(Cl)c(Nc4ccccc4S(=O)(=O)C(C)C)n3)ccc2C1. Reaction SMILES: [CH2:1]([CH3:2])[N:3]1[CH2:4][CH2:5][N:6]([CH2:15][CH3:16])[CH2:7][c:8]2[c:9]1[cH:10][c:11]([NH2:14])[cH:12][cH:13]2.[Cl:17][c:18]1[n:19][cH:20][c:21]([Cl:37])[c:22]([NH:24][c:25]2[c:26]([S:31](=[O:32])(=[O:33])[CH:34]([CH3:35])[CH3:36])[cH:27][cH:28][cH:29][cH:30]2)[n:23]1>>[CH2:1]([CH3:2])[N:3]1[CH2:4][CH2:5][N:6]([CH2:15][CH3:16])[CH2:7][c:8]2[c:9]1[cH:10][c:11]([NH:14][c:18]1[n:19][cH:20][c:21]([Cl:37])[c:22]([NH:24][c:25]3[c:26]([S:31](=[O:32])(=[O:33])[CH:34]([CH3:35])[CH3:36])[cH:27][cH:28][cH:29][cH:30]3)[n:23]1)[cH:12][cH:13]2. The reactants are C(C)(C)(C)OC(=O)N1C(C(C1)C(C1=CC=C(C=C1)OC1=CC=CC=C1)C1=NC=CN=C1Cl)C(N)=O (3-[(3-chloropyrazin-2-yl)-(4-phenoxyphenyl)-methyl]-carbamoylazetidine-1-carboxylic acid tert-butyl ester), CC#N (MeCN), CN(C)C=O (DMF), N#N (N2), O=P(Cl)(Cl)Cl (POCl3), O (water). Reaction conditions: time 8 hour. Product: C(C)(C)(C)OC(=O)N1CC(C1)C1=NC(=C2N1C=CN=C2Cl)C2=CC=C(C=C2)OC2=CC=CC=C2 (3-[8-Chloro-1-(4-phenoxyphenyl)-imidazo[1,5-a]pyrazin-3-yl]-azetidine-1-carboxylic acid tert-butyl ester). Reaction SMILES: N#N.C(OC(N1CC([CH:14]([C:28]2[C:33]([Cl:34])=[N:32][CH:31]=[CH:30][N:29]=2)[C:15]2[CH:20]=[CH:19][C:18]([O:21][C:22]3[CH:27]=[CH:26][CH:25]=[CH:24][CH:23]=3)=[CH:17][CH:16]=2)C1C(=O)N)=O)(C)(C)C.[CH3:38][C:39]#[N:40].[CH3:41][N:42]([CH:44]=[O:45])[CH3:43].O=P(Cl)(Cl)Cl.[OH2:51]>>[C:15]([O:45][C:44]([N:42]1[CH2:43][CH:38]([C:39]2[N:29]3[CH:30]=[CH:31][N:32]=[C:33]([Cl:34])[C:28]3=[C:14]([C:15]3[CH:20]=[CH:19][C:18]([O:21][C:22]4[CH:27]=[CH:26][CH:25]=[CH:24][CH:23]=4)=[CH:17][CH:16]=3)[N:40]=2)[CH2:41]1)=[O:51])([CH3:20])([CH3:16])[CH3:14]. Procedure: In an oven-dried flask filled with N2 was added 3-[(3-chloropyrazin-2-yl)-(4-phenoxyphenyl)-methyl]-carbamoylazetidine-1-carboxylic acid tert-butyl ester (110 mg, 0.00022 mol), MeCN (3 mL, 0.07 mol) and DMF (0.3 mL, 0.004 mol). POCl3 was added dropwise at 0° C. The reaction was warmed up to rt and stirred at that temp overnight. The excess of POCl3 was removed under reduced pressure and the residue was quenched with 2 N NH3 in i-PrOH at 0° C. with vigorous stirring to adjust pH to 9. The crude r... The reactants are N1=CC=C(C=C1)CC1(C=C(C2=CC=CC=C12)C1=CC=CC=C1)CC1=CC=NC=C1 (1,1-bis(4-pyridinylmethyl)-3-phenyl-1H-indene), CS(=O)(=O)O (methanesulfonic acid). Solvent: ClCCl (dichloromethane). The product is CS(=O)(=O)O.CS(=O)(=O)O.N1=CC=C(C=C1)CC1(C=C(C2=CC=CC=C12)C1=CC=CC=C1)CC1=CC=NC=C1 (1,1-Bis(4-pyridinylmethyl)-3-phenyl-1H-indene bismethanesulfonate). As a reaction SMILES: [N:1]1[CH:6]=[CH:5][C:4]([CH2:7][C:8]2([CH2:23][C:24]3[CH:29]=[CH:28][N:27]=[CH:26][CH:25]=3)[C:16]3[C:11](=[CH:12][CH:13]=[CH:14][CH:15]=3)[C:10]([C:17]3[CH:22]=[CH:21][CH:20]=[CH:19][CH:18]=3)=[CH:9]2)=[CH:3][CH:2]=1.[CH3:30][S:31]([OH:34])(=[O:33])=[O:32]>ClCCl>[CH3:30][S:31]([OH:34])(=[O:33])=[O:32].[CH3:30][S:31]([OH:34])(=[O:33])=[O:32].[N:1]1[CH:2]=[CH:3][C:4]([CH2:7][C:8]2([CH2:23][C:24]3[CH:25]=[CH:26][N:27]=[CH:28][CH:29]=3)[C:16]3[C:11](=[CH:12][CH:13]=[CH:14][CH:15]=3)[C:10]([C:17]3[CH:22]=[CH:21][CH:20]=[CH:19][CH:18]=3)=[CH:9]2)=[CH:5][CH:6]=1 |f:3.4.5|. Procedure: To a solution of 1,1-bis(4-pyridinylmethyl)-3-phenyl-1H-indene (1.0 g, 2.7 mmol) in dichloromethane was added methanesulfonic acid (5.4 mmol, 0.52 g, 0.35 ml). The solvent was evaporated and the residue was recrystallized from ethyl acetate/ispropanol to give white crystals, 0.8 g, m.p. >250° . Reactants: Cl (hydrochloric acid), CC1N(CCN(C1)C(=O)OC(C)(C)C)C(=O)OC(C)C (4-tert-butyl 1-isopropyl 2-methylpiperazine-1,4-dicarboxylate), 3d. The solvent is CO (methanol). Product: Cl.CC1N(CCNC1)C(=O)OC(C)C (Isopropyl 2-methylpiperazine-1-carboxylate hydrochloride). RXN SMILES: [ClH:1].[CH3:2][CH:3]1[CH2:8][N:7](C(OC(C)(C)C)=O)[CH2:6][CH2:5][N:4]1[C:16]([O:18][CH:19]([CH3:21])[CH3:20])=[O:17]>CO>[ClH:1].[CH3:2][CH:3]1[CH2:8][NH:7][CH2:6][CH2:5][N:4]1[C:16]([O:18][CH:19]([CH3:21])[CH3:20])=[O:17] |f:3.4|. Procedure: Concentrated hydrochloric acid (6.0 mL) was added to a solution of 4-tert-butyl 1-isopropyl 2-methylpiperazine-1,4-dicarboxylate (4.2 g, 14.6 mmol) in methanol (250 mL) and allowed to stir at ambient temperature under N2 blanket for 3d. The solution was then evaporated to dryness and the resultant viscous yellow oil triturated in acetone to precipitate a fine white powder which was isolated by filtration, under N2 blanket, to afford 2.0 g. LRMS (ESI) m/z 187.0 [(M+H)]+, calc'd for C9H18N2O2: 186... The reactants are [BH4-], CO, CCOC(=O)c1c(NC(=O)C(C)(C)C)c(F)c(N=[N+]=[N-])c(F)c1OC1CCCCO1, [Na+], O. The product is CCOC(=O)c1c(NC(=O)C(C)(C)C)c(F)c(N)c(F)c1OC1CCCCO1. RXN SMILES: [BH4-:31].[CH3:34][OH:35].[N:1](=[N+:2]=[N-:3])[c:4]1[c:5]([F:30])[c:6]([O:23][CH:24]2[O:25][CH2:26][CH2:27][CH2:28][CH2:29]2)[c:7]([C:8](=[O:9])[O:10][CH2:11][CH3:12])[c:13]([NH:16][C:17]([C:18]([CH3:19])([CH3:20])[CH3:21])=[O:22])[c:14]1[F:15].[Na+:32].[OH2:33]>>[NH2:1][c:4]1[c:5]([F:30])[c:6]([O:23][CH:24]2[O:25][CH2:26][CH2:27][CH2:28][CH2:29]2)[c:7]([C:8](=[O:9])[O:10][CH2:11][CH3:12])[c:13]([NH:16][C:17]([C:18]([CH3:19])([CH3:20])[CH3:21])=[O:22])[c:14]1[F:15]. Procedure details: 2,5-Hexanedione (4.51 mL) and p-toluenesulfonic acid monohydrate (73 mg) were added to a solution of 3-chloro-5-fluoroaniline (5.12 g) in toluene (40 mL)-tetrahydrofuran (40 mL), and the mixture was heated under reflux for 3.5 hours. After being cooled down, the reaction solution was concentrated in vacuo, and the resultant residue was dissolved in chloroform. The solution was washed successively with water and brine, dried over anhydrous sodium sulfate and concentrated in vacuo. The resulted re... RXN SMILES: [CH3:1][C:2](=O)[CH2:3][CH2:4][C:5](=O)[CH3:6].O.C1(C)C=CC(S(O)(=O)=O)=CC=1.[Cl:21][C:22]1[CH:23]=[C:24]([CH:26]=[C:27]([F:29])[CH:28]=1)[NH2:25].O1CCCC1>C1(C)C=CC=CC=1>[Cl:21][C:22]1[CH:23]=[C:24]([N:25]2[C:5]([CH3:6])=[CH:4][CH:3]=[C:2]2[CH3:1])[CH:26]=[C:27]([F:29])[CH:28]=1 |f:1.2|. The reactants are CC(CCC(C)=O)=O (2,5-Hexanedione), O.C1(=CC=C(C=C1)S(=O)(=O)O)C (p-toluenesulfonic acid monohydrate), ClC=1C=C(N)C=C(C1)F (3-chloro-5-fluoroaniline), O1CCCC1 (tetrahydrofuran). Yields the product ClC=1C=C(C=C(C1)F)N1C(=CC=C1C)C (1-(3-chloro-5-fluorophenyl)-2,5-dimethyl-1H-pyrrole). Run in C1(=CC=CC=C1)C (toluene).